describe an organic reaction: reactants, conditions, products, and yield From a dataset of the Open Reaction Database (ORD), a public repository of structured organic reaction records. The reactants are COCOc1ccc(C2(C)COc3cc(OCOC)ccc3C2C#CCCCCCCCO[Si](C)(C)C(C)(C)C)cc1, CCOC(C)=O, CO, C1CCOC1. Product: COCOc1ccc(C2(C)COc3cc(OCOC)ccc3C2CCCCCCCCCO[Si](C)(C)C(C)(C)C)cc1. RXN SMILES: [C:1]([CH3:2])([CH3:3])([CH3:4])[Si:5]([O:6][CH2:7][CH2:8][CH2:9][CH2:10][CH2:11][CH2:12][CH2:13][C:14]#[C:15][CH:16]1[C:17]([CH3:30])([c:31]2[cH:32][cH:33][c:34]([O:37][CH2:38][O:39][CH3:40])[cH:35][cH:36]2)[CH2:18][O:19][c:20]2[cH:21][c:22]([O:26][CH2:27][O:28][CH3:29])[cH:23][cH:24][c:25]21)([CH3:41])[CH3:42].[CH3:43][CH2:44][O:45][C:46](=[O:47])[CH3:48].[CH3:49][OH:50].[O:51]1[CH2:52][CH2:53][CH2:54][CH2:55]1>>[C:1]([CH3:2])([CH3:3])([CH3:4])[Si:5]([O:6][CH2:7][CH2:8][CH2:9][CH2:10][CH2:11][CH2:12][CH2:13][CH2:14][CH2:15][CH:16]1[C:17]([CH3:30])([c:31]2[cH:32][cH:33][c:34]([O:37][CH2:38][O:39][CH3:40])[cH:35][cH:36]2)[CH2:18][O:19][c:20]2[cH:21][c:22]([O:26][CH2:27][O:28][CH3:29])[cH:23][cH:24][c:25]21)([CH3:41])[CH3:42].